From a dataset of the Open Reaction Database (ORD), a public repository of structured organic reaction records. describe an organic reaction: reactants, conditions, products, and yield The reactants are COC1=CC(=CC=2C(C3=CC=CC(=C3C(C12)=O)OC)=O)C=NO (9,10-dihydro-4,5-dimethoxy-9,10-dioxoanthracene-2-aldoxime), FC(C(=O)OC(C(F)(F)F)=O)(F)F (Trifluoroacetic anhydride), FC(C(=O)O)(F)F (trifluoroacetic acid), FC(C(=O)OC(C(F)(F)F)=O)(F)F (trifluoroacetic anhydride). The solvent is N1=CC=CC=C1 (pyridine), O1CCOCC1 (dioxan). Conditions: temperature 65 celsius, time 1 hour. Product: COC1=CC(=CC=2C(C3=CC=CC(=C3C(C12)=O)OC)=O)C#N (9,10-Dihydro-4,5-dimethoxy-9,10-dioxoanthracene-2-carbonitrile). RXN SMILES: FC(F)(F)C(OC(=O)C(F)(F)F)=O.[CH3:14][O:15][C:16]1[C:29]2[C:28](=[O:30])[C:27]3[C:22](=[CH:23][CH:24]=[CH:25][C:26]=3[O:31][CH3:32])[C:21](=[O:33])[C:20]=2[CH:19]=[C:18]([CH:34]=[N:35]O)[CH:17]=1.FC(F)(F)C(O)=O>N1C=CC=CC=1.O1CCOCC1>[CH3:14][O:15][C:16]1[C:29]2[C:28](=[O:30])[C:27]3[C:22](=[CH:23][CH:24]=[CH:25][C:26]=3[O:31][CH3:32])[C:21](=[O:33])[C:20]=2[CH:19]=[C:18]([C:34]#[N:35])[CH:17]=1. Reported procedure: Trifluoroacetic anhydride (4.62 ml, 6.87 g), was added dropwise with magnetic stirring to a suspension of 9,10-dihydro-4,5-dimethoxy-9,10-dioxoanthracene-2-aldoxime (10.74 ml, 9.24 g) in pyridine (10.5 ml, 10.336 g) and dioxan (100 ml) at room temperature under nitrogen. The temperature rose from 23° C. to 31° C. The mixture was then heated at 65° C. for 2 hours. More trifluoroacetic anhydride (4.62 ml, 6.87 g) was added at 65° C. and the mixture was stirred for a further 1 hour at 65° C. More t... Reactants: C(=O)(C(F)(F)F)O (TFA), O (water), CN(C(OC(C1=CC=CC=C1)C=1N(C(=C(N1)C1=CC=CC=C1)C=1SC=2N=CN=C(C2N1)N)C)=O)C ([5-(7-Amino[1,3]thiazolo[5,4-d]pyrimidin-2-yl)-1-methyl-4-phenyl-1H-imidazol-2-yl](phenyl)methyl dimethylcarbamate), CN(C(OC(C1=CC=CC=C1)C=1N(C(=C(N1)C1=CC=CC=C1)C=1SC=2N=CN=C(C2N1)N)C)=O)C ([5-(7-Amino[1,3]thiazolo[5,4-d]pyrimidin-2-yl)-1-methyl-4-phenyl-1H-imidazol-2-yl](phenyl)methyl dimethylcarbamate). Run in C1CCOC1 (THF), CCOC(=O)C (EtOAc). Reaction conditions: time 2 hour. Yields the product NC=1C2=C(N=CN1)SC(=N2)C2=C(N=C(N2C)C(O)C2=CC=CC=C2)C2=CC=CC=C2 ([5-(7-Amino[1,3]thiazolo[5,4-d]pyrimidin-2-yl)-1-methyl-4-phenyl-1H-imidazol-2-yl](phenyl)methanol). Yield: 98.4%. Reaction SMILES: CN(C)C(=O)[O:4][CH:5]([C:12]1[N:13]([CH3:33])[C:14]([C:23]2[S:24][C:25]3[N:26]=[CH:27][N:28]=[C:29]([NH2:32])[C:30]=3[N:31]=2)=[C:15]([C:17]2[CH:22]=[CH:21][CH:20]=[CH:19][CH:18]=2)[N:16]=1)[C:6]1[CH:11]=[CH:10][CH:9]=[CH:8][CH:7]=1.C(O)(C(F)(F)F)=O.O>C1COCC1.CCOC(C)=O>[NH2:32][C:29]1[C:30]2[N:31]=[C:23]([C:14]3[N:13]([CH3:33])[C:12]([CH:5]([C:6]4[CH:11]=[CH:10][CH:9]=[CH:8][CH:7]=4)[OH:4])=[N:16][C:15]=3[C:17]3[CH:22]=[CH:21][CH:20]=[CH:19][CH:18]=3)[S:24][C:25]=2[N:26]=[CH:27][N:28]=1. Procedure details: [5-(7-Amino[1,3]thiazolo[5,4-d]pyrimidin-2-yl)-1-methyl-4-phenyl-1H-imidazol-2-yl](phenyl)methyl dimethylcarbamate (Intermediate 97) (25 mg) was dissolved in THF (4 mL), TFA (0.1 mL) and water (0.1 mL) added then heated at reflux under an inert atmosphere. After 2 hours, cooled to ambient temperature, diluted with EtOAc (10 mL), washed with saturated aqueous NaHCO3 (10 mL), organic layer dried (MgSO4), filtered and concentrated in vacuo. Residue was purified by flash chromatography on silica elu... The reactants are (1,2-trans)-2-[(cyclopropylmethyl)amino]cyclohexanol, C1(=CC=CC=C1)[C@H]1[C@@H](O1)C(=O)[O-].[K+] (Potassium (2R,3S)-3-phenyloxirane-2-carboxylate), C=1C=CC2=C(C1)N=NN2O (HOBt), CN1CCOCC1 (NMM), CCN=C=NCCCN(C)C.Cl (EDAC-HCl). The solvent is C1CCOC1 (THF). Reaction conditions: time 8 hour. Product: C1(CC1)CN(C(=O)[C@@H]1O[C@H]1C1=CC=CC=C1)[C@H]1[C@@H](CCCC1)O ((2R,3S)—N-(Cyclopropylmethyl)-N-[(1R,2R)-2-hydroxycyclohexyl]-3-phenyloxirane-2-carboxamide). The yield is 66.2%. As a reaction SMILES: [C:1]1([C@@H:7]2[O:9][C@H:8]2[C:10]([O-:12])=O)[CH:6]=[CH:5][CH:4]=[CH:3][CH:2]=1.[K+].[CH:14]1[CH:15]=CC2N(O)N=N[C:18]=2[CH:19]=1.C[N:25]1[CH2:30][CH2:29][O:28][CH2:27][CH2:26]1.[CH3:31][CH2:32]N=C=NCCCN(C)C.Cl>C1COCC1>[CH:29]1([CH2:30][N:25]([C@@H:26]2[CH2:18][CH2:19][CH2:14][CH2:15][C@H:27]2[OH:28])[C:10]([C@H:8]2[C@H:7]([C:1]3[CH:2]=[CH:3][CH:4]=[CH:5][CH:6]=3)[O:9]2)=[O:12])[CH2:32][CH2:31]1 |f:0.1,4.5|. Procedure: To a stirred solution of (1,2-trans)-2-[(cyclopropylmethyl)amino]cyclohexanol (117a) (4.34 g, 25.6 mmol) in THF (100 mL) was added potassium (2R,3S)-3-phenyloxirane-2-carboxylate (64a) (5.06 g, 25.0 mmol), HOBt (4.20 g, 27.4 mmol), NMM (8.25 mL, 75.0 mmol) and EDAC-HCl (5.94 g, 31.0 mmol). The mixture was stirred at ambient temperature under nitrogen overnight. The solvent was evaporated and the residue was purified by flash chromatography on silica gel eluting with dichloromethane ethyl acetate... The reactants are FC1=CN=C(C=C1C(=O)O)C (5-fluoro-2-methylisonicotinic acid), FC1=C(N)C=CC(=C1)I (2-fluoro-4-iodoaniline), C[Si](C)(C)[N-][Si](C)(C)C.[Li+] (lithium bis(trimethylsilyl)amide). Product: FC1=C(C=CC(=C1)I)NC1=CN=C(C=C1C(=O)O)C (5-[(2-fluoro-4-iodophenyl)amino]-2-methylisonicotinic acid). RXN SMILES: F[C:2]1[C:7]([C:8]([OH:10])=[O:9])=[CH:6][C:5]([CH3:11])=[N:4][CH:3]=1.[F:12][C:13]1[CH:19]=[C:18]([I:20])[CH:17]=[CH:16][C:14]=1[NH2:15].C[Si]([N-][Si](C)(C)C)(C)C.[Li+]>>[F:12][C:13]1[CH:19]=[C:18]([I:20])[CH:17]=[CH:16][C:14]=1[NH:15][C:2]1[C:7]([C:8]([OH:10])=[O:9])=[CH:6][C:5]([CH3:11])=[N:4][CH:3]=1 |f:2.3|. Procedure details: 5-[(2-fluoro-4-iodophenyl)amino]-2-methylisonicotinic acid was synthesized according to the general procedure of Method 1 as, outlined above, starting with 200 mg (1.29 mmol) of 5-fluoro-2-methylisonicotinic acid, 370 mg (1.55 mmol) of 2-fluoro-4-iodoaniline and two portions of lithium bis(trimethylsilyl)amide (3.35 ml, 3.35 mmol), and (1.55 ml, 1.55 mmol). Yield: 30 mg, 6%, LC/MS [5.5 min; 473 (M+1)] Starting materials: CCc1cccc(CC)c1-c1nc(C)c(CN(C)C2CCCc3ccccc32)c(N2CCC3(CC2)OCCO3)n1, CCOC(C)=O, Cl, [Na+], [OH-]. Product: CCc1cccc(CC)c1-c1nc(C)c(CN(C)C2CCCc3ccccc32)c(N2CCC(=O)CC2)n1. Reaction SMILES: [CH2:1]([CH3:2])[c:3]1[c:4](-[c:11]2[n:12][c:13]([CH3:40])[c:14]([CH2:27][N:28]([CH:29]3[CH2:30][CH2:31][CH2:32][c:33]4[cH:34][cH:35][cH:36][cH:37][c:38]43)[CH3:39])[c:15]([N:17]3[CH2:18][CH2:19][C:20]4([O:21][CH2:24][CH2:23][O:22]4)[CH2:25][CH2:26]3)[n:16]2)[c:5]([CH2:9][CH3:10])[cH:6][cH:7][cH:8]1.[CH3:44][CH2:45][O:46][C:47]([CH3:48])=[O:49].[ClH:41].[Na+:43].[OH-:42]>>[CH2:1]([CH3:2])[c:3]1[c:4](-[c:11]2[n:12][c:13]([CH3:40])[c:14]([CH2:27][N:28]([CH:29]3[CH2:30][CH2:31][CH2:32][c:33]4[cH:34][cH:35][cH:36][cH:37][c:38]43)[CH3:39])[c:15]([N:17]3[CH2:18][CH2:19][C:20](=[O:21])[CH2:25][CH2:26]3)[n:16]2)[c:5]([CH2:9][CH3:10])[cH:6][cH:7][cH:8]1. Reactants: FC1=CC=C2CCC3(C2=C1)NC(NC3=O)=O (6'-Fluoro-spiro[imidazolidine-4,1'-indan]-2,5-dione), C[Si](C)(C)N(C(C(F)(F)F)=O)[Si](C)(C)C (bis-(trimethylsilyl) trifluoroacetamide), BrBr (bromine). Run in C(CCl)Cl (ethylene dichloride). Product: OC1CC2(C3=CC(=CC=C13)F)NC(NC2=O)=O (3'-Hydroxy-6'-fluoro-spiro[imidazolidine-4,1'-indan]2,5-dione). Yield: 85.0%. RXN SMILES: [F:1][C:2]1[CH:10]=[C:9]2[C:5]([CH2:6][CH2:7][C:8]32[C:14](=[O:15])[NH:13][C:12](=[O:16])[NH:11]3)=[CH:4][CH:3]=1.C[Si](N([Si](C)(C)C)C(=[O:27])C(F)(F)F)(C)C.BrBr>C(Cl)CCl>[OH:27][CH:6]1[C:5]2[C:9](=[CH:10][C:2]([F:1])=[CH:3][CH:4]=2)[C:8]2([C:14](=[O:15])[NH:13][C:12](=[O:16])[NH:11]2)[CH2:7]1. Procedure details: 6'-Fluoro-spiro[imidazolidine-4,1'-indan]-2,5-dione, (C.A. reg. no. 66892-38-4)(1.1 g, 5 mmol) was combined with 2.65 ml (10 mmol) bis-(trimethylsilyl) trifluoroacetamide, 0.8 g (5 mmol) bromine and 30 ml ethylene dichloride and heated at reflux for 2.5 hours. During this time color was lost from the reaction mixture. The reaction mixture was concentrated in vacuo to an amber oil which was diluted with 10 ml water. Over a period of 16 hours at 25° C. a solid gradually formed. This material was i... The reactants are CC(C)=C (isobutylene), S(O)(O)(=O)=O (sulphuric acid), C(C1=CC=CC=C1)OC(=O)CC(C(=O)O)=C (2-(benzyloxycarbonylmethyl)propenoic acid). Solvent: ClCCl (dichloromethane). Reaction conditions: time 72 hour. The product is C(C)(C)(C)OC(C(=C)CC(=O)OCC1=CC=CC=C1)=O (2-(Benzyloxycarbonylmethyl)propenoic acid t-butyl ester). Isolated yield 90.0%. As a reaction SMILES: [CH2:1]([O:8][C:9]([CH2:11][C:12](=[CH2:16])[C:13]([OH:15])=[O:14])=[O:10])[C:2]1[CH:7]=[CH:6][CH:5]=[CH:4][CH:3]=1.[CH3:17][C:18](=[CH2:20])[CH3:19].S(=O)(=O)(O)O>ClCCl>[C:18]([O:14][C:13](=[O:15])[C:12]([CH2:11][C:9]([O:8][CH2:1][C:2]1[CH:7]=[CH:6][CH:5]=[CH:4][CH:3]=1)=[O:10])=[CH2:16])([CH3:20])([CH3:19])[CH3:17]. Procedure: To a stirred solution of 2-(benzyloxycarbonylmethyl)propenoic acid (25.0 g, 114.0 mmole) in dichloromethane (200 ml) at -78° C. was added condensed isobutylene (50 ml) and concentrated sulphuric acid (1 ml). The mixture was allowed to warm to room temperature and kept for 72 hours. After this time the solution was washed with 10% sodium carbonate solution (3×200 ml), dried over magnesium sulphate and evaporated to give the required ester as a pale yellow oil (28.4 g, 90%). Found: C,69.60; H,7.35... The reactants are CNC1CCCCC1, CCN(C(C)C)C(C)C, COC(=O)c1ccc(OC)c(S(=O)(=O)Cl)c1, ClCCl. Yields the product COC(=O)c1ccc(OC)c(S(=O)(=O)N(C)C2CCCCC2)c1. As a reaction SMILES: [CH3:26][NH:27][CH:28]1[CH2:29][CH2:30][CH2:31][CH2:32][CH2:33]1.[CH:17]([N:18]([CH:19]([CH3:20])[CH3:21])[CH2:22][CH3:23])([CH3:24])[CH3:25].[Cl:1][S:2](=[O:3])(=[O:4])[c:5]1[cH:6][c:7]([C:8](=[O:9])[O:10][CH3:11])[cH:12][cH:13][c:14]1[O:15][CH3:16].[Cl:34][CH2:35][Cl:36]>>[S:2](=[O:3])(=[O:4])([c:5]1[cH:6][c:7]([C:8](=[O:9])[O:10][CH3:11])[cH:12][cH:13][c:14]1[O:15][CH3:16])[N:27]([CH3:26])[CH:28]1[CH2:29][CH2:30][CH2:31][CH2:32][CH2:33]1.